Dataset: the Open Reaction Database (ORD), a public repository of structured organic reaction records. Task: describe an organic reaction: reactants, conditions, products, and yield Starting materials: [Cl-], CCOC(=O)c1ccc(Cl)cc1OC(C)C(=O)OC, [H-], [NH4+], [Na+], C1CCOC1. Product: CC1Oc2cc(Cl)ccc2C1=O. As a reaction SMILES: [Cl-:22].[Cl:1][c:2]1[cH:3][c:4]([O:13][CH:14]([CH3:15])[C:16]([O:18][CH3:17])=[O:19])[c:5]([C:6]([O:7][CH2:8][CH3:9])=[O:10])[cH:11][cH:12]1.[H-:20].[NH4+:23].[Na+:21].[O:24]1[CH2:25][CH2:26][CH2:27][CH2:28]1>>[Cl:1][c:2]1[cH:3][c:4]2[c:5]([cH:11][cH:12]1)[C:16](=[O:18])[CH:14]([CH3:15])[O:13]2. The reactants are FC=1C=C(COC2=CC=C(C=C2)[N+](=O)[O-])C=CC1 (1-(3-fluorobenzyloxy)-4-nitro-benzene), Pt. Run in CO (methanol). Run at time 17 hour. Product: FC=1C=C(COC2=CC=C(C=C2)N)C=CC1 (4-(3-Fluoro-benzyloxy)-phenylamine). As a reaction SMILES: [F:1][C:2]1[CH:3]=[C:4]([CH:16]=[CH:17][CH:18]=1)[CH2:5][O:6][C:7]1[CH:12]=[CH:11][C:10]([N+:13]([O-])=O)=[CH:9][CH:8]=1>CO>[F:1][C:2]1[CH:3]=[C:4]([CH:16]=[CH:17][CH:18]=1)[CH2:5][O:6][C:7]1[CH:12]=[CH:11][C:10]([NH2:13])=[CH:9][CH:8]=1. Procedure: 3 g (12.1 mmol) of 1-(3-fluorobenzyloxy)-4-nitro-benzene is dissolved in 125 ml of methanol. 150 mg of Pt 5% on charcoal is added and hydrogenation done under normal pressure for about 17 h. The catalyst is filtered and the solution evaporated to yield 2.51 g (95%) of crude brownish material. MS: m/e=218.4 (M+H)+. The reactants are CCOC(=O)N=NC(=O)OCC, C1CCOC1, O=C1c2ccccc2C(=O)N1c1ncnc2c1ncn2O, CCOP(=O)(C=CCCO)OCC, c1ccc(P(c2ccccc2)c2ccccc2)cc1. Product: CCOP(=O)(C=CCCOn1cnc2c(N3C(=O)c4ccccc4C3=O)ncnc21)OCC. As a reaction SMILES: [O:54]=[C:55]([O:56][CH2:57][CH3:58])[N:59]=[N:60][C:61]([O:62][CH2:63][CH3:64])=[O:65].[O:66]1[CH2:67][CH2:68][CH2:69][CH2:70]1.[OH:1][n:2]1[c:3]2[n:4][cH:5][n:6][c:7]([N:11]3[C:12](=[O:21])[c:13]4[c:14]([cH:17][cH:18][cH:19][cH:20]4)[C:15]3=[O:16])[c:8]2[n:9][cH:10]1.[OH:22][CH2:23][CH2:24][CH:25]=[CH:26][P:27]([O:28][CH2:29][CH3:30])([O:31][CH2:32][CH3:33])=[O:34].[c:35]1([P:36]([c:37]2[cH:38][cH:39][cH:40][cH:41][cH:42]2)[c:43]2[cH:44][cH:45][cH:46][cH:47][cH:48]2)[cH:49][cH:50][cH:51][cH:52][cH:53]1>>[O:1]([n:2]1[c:3]2[n:4][cH:5][n:6][c:7]([N:11]3[C:12](=[O:21])[c:13]4[c:14]([cH:17][cH:18][cH:19][cH:20]4)[C:15]3=[O:16])[c:8]2[n:9][cH:10]1)[CH2:23][CH2:24][CH:25]=[CH:26][P:27]([O:28][CH2:29][CH3:30])([O:31][CH2:32][CH3:33])=[O:34]. The reactants are FC1=C(C=C2C(NC(S2)=S)=O)C=C(C=C1)OC (5-(2-Fluoro-5-methoxybenzylidene)-2-thioxo-1,3-thiazolidin-4-one), [OH-].[Na+] (sodium hydroxide). The product is FC1=C(C=C(C=C1)OC)\C=C(\C(=O)O)/S ((2Z)-3-(2-Fluoro-5-methoxyphenyl)-2-mercapto-2-propenoic acid). Isolated yield 100.0%. RXN SMILES: [F:1][C:2]1[CH:15]=[CH:14][C:13]([O:16][CH3:17])=[CH:12][C:3]=1[CH:4]=[C:5]1[S:9]C(=S)N[C:6]1=[O:11].[OH-:18].[Na+]>>[F:1][C:2]1[CH:15]=[CH:14][C:13]([O:16][CH3:17])=[CH:12][C:3]=1/[CH:4]=[C:5](\[SH:9])/[C:6]([OH:18])=[O:11] |f:1.2|. Procedure: 5-(2-Fluoro-5-methoxybenzylidene)-2-thioxo-1,3-thiazolidin-4-one (8.00 g, 9.7 mmol) was added in one portion to 25% w/v sodium hydroxide solution (40 mL). This was allowed stir at reflux for 1 h. After this time the reaction was allowed to cool to room temperature and poured onto water (50 mL). This was washed with dichloromethane (50 mL), and the aqueous layer acidified to pH 2 with aqueous hydrochloric acid (2 N, 50 mL) to give a white suspension. Product was extracted with ether (2×60 mL), dr... Starting materials: CNC1CCCN(C2=C1C=CC=C2)C(C2=CC=C(C=C2)NC(C2=C(C=CC=C2)C)=O)=O (5-methylamino-1-[4-(2-methylbenzoylamino)benzoyl]-2,3,4,5-tetrahydro-1H-benzazepine), C(CO)#N (glycolonitrile), C(CO)#N (glycolonitrile). The solvent is CO (methanol). Conditions: time 20 minute. The product is CN(CC#N)C1CCCN(C2=C1C=CC=C2)C(C2=CC=C(C=C2)NC(C2=C(C=CC=C2)C)=O)=O (5-(N-methyl-N-cyanomethylamino)-1-[4-(2-methylbenzoylamino)benzoyl]-2,3,4,5-tetrahydro-1H-benzazepine). RXN SMILES: [CH3:1][NH:2][CH:3]1[C:9]2[CH:10]=[CH:11][CH:12]=[CH:13][C:8]=2[N:7]([C:14](=[O:31])[C:15]2[CH:20]=[CH:19][C:18]([NH:21][C:22](=[O:30])[C:23]3[CH:28]=[CH:27][CH:26]=[CH:25][C:24]=3[CH3:29])=[CH:17][CH:16]=2)[CH2:6][CH2:5][CH2:4]1.[C:32](#[N:35])[CH2:33]O>CO>[CH3:1][N:2]([CH:3]1[C:9]2[CH:10]=[CH:11][CH:12]=[CH:13][C:8]=2[N:7]([C:14](=[O:31])[C:15]2[CH:20]=[CH:19][C:18]([NH:21][C:22](=[O:30])[C:23]3[CH:28]=[CH:27][CH:26]=[CH:25][C:24]=3[CH3:29])=[CH:17][CH:16]=2)[CH2:6][CH2:5][CH2:4]1)[CH2:33][C:32]#[N:35]. Procedure: To a solution of 5-methylamino-1-[4-(2-methylbenzoylamino)benzoyl]-2,3,4,5-tetrahydro-1H-benzazepine (0.6 g) in methanol (10 ml) is added glycolonitrile (50%, 0.19 ml) and the mixture is stirred at room temperature for 20 minutes, and then refluxed for 30 minutes. Thereto is added additional glycolonitrile (0.5 ml) and the mixture is refluxed for 5.5 hours. The reaction solution is concentrated and to the resulting residue is added ethyl acetate. The precipitated crystal is collected by filtrati...